This data is from the Open Reaction Database (ORD), a public repository of structured organic reaction records. The task is: describe an organic reaction: reactants, conditions, products, and yield The reactants are ClC1=CC=CC=2N1N=C(C2C2=NC(=NC(=C2)CI)NC2CCCC2)C2=CC=C(C=C2)F (4-[7-chloro-2-(4-fluorophenyl)pyrazolo[1,5-α]pyridin-3-yl]-N-cyclopentyl-6-(iodomethyl)-2-pyrimidinamine), CNC (dimethylamine). Run in C(C)(=O)OCC (ethyl acetate), O1CCCC1 (tetrahydrofuran). Reaction conditions: time 16 hour. Yields the product ClC1=CC=CC=2N1N=C(C2C2=NC(=NC(=C2)CN(C)C)NC2CCCC2)C2=CC=C(C=C2)F (4-[7-chloro-2-(4-fluorophenyl)pyrazolo[1,5-α]pyridin-3-yl]-N-cyclopentyl-6-[(dimethylamino)methyl]-2-pyrimidinamine). Yield: 11.1%. Reaction SMILES: [Cl:1][C:2]1[N:7]2[N:8]=[C:9]([C:25]3[CH:30]=[CH:29][C:28]([F:31])=[CH:27][CH:26]=3)[C:10]([C:11]3[CH:16]=[C:15]([CH2:17]I)[N:14]=[C:13]([NH:19][CH:20]4[CH2:24][CH2:23][CH2:22][CH2:21]4)[N:12]=3)=[C:6]2[CH:5]=[CH:4][CH:3]=1.[CH3:32][NH:33][CH3:34]>O1CCCC1.C(OCC)(=O)C>[Cl:1][C:2]1[N:7]2[N:8]=[C:9]([C:25]3[CH:30]=[CH:29][C:28]([F:31])=[CH:27][CH:26]=3)[C:10]([C:11]3[CH:16]=[C:15]([CH2:17][N:33]([CH3:34])[CH3:32])[N:14]=[C:13]([NH:19][CH:20]4[CH2:24][CH2:23][CH2:22][CH2:21]4)[N:12]=3)=[C:6]2[CH:5]=[CH:4][CH:3]=1. Procedure details: To a solution of 4-[7-chloro-2-(4-fluorophenyl)pyrazolo[1,5-α]pyridin-3-yl]-N-cyclopentyl-6-(iodomethyl)-2-pyrimidinamine (160 mg, 0.29 mmol) in tetrahydrofuran (2 mL) was added dimethylamine (730 μL, 2 M in THF, 1.5 mmol) and the reaction mixture was allowed to stir at room temperature for 16 hours. The reaction mixture was diluted with ethyl acetate and washed with saturated aqueous sodium bicarbonate solution, water, and brine. The organic layer was dried over magnesium sulfate. Filtration an... Reactants: potassium tert.-butylate, COC(C)(C)C (tert.-butyl methyl ether), FC=1C=C(C=CC1F)C1=CC=C(C=C1)[C@@H]1CC[C@H](CC1)C=O (trans-4-(3',4'-difluoro-4-biphenylyl)cyclohexanecarboxaldehyde), COC(C)(C)C (tert.-butyl methyl ether). The reagents and catalysts are [Br-].C(C)[P+](C1=CC=CC=C1)(C1=CC=CC=C1)C1=CC=CC=C1 (ethyltriphenylphosphonium bromide). Yields the product C(=CC)[C@@H]1CC[C@H](CC1)C1=CC=C(C=C1)C1=CC(=C(C=C1)F)F (4-[trans-4-(propenyl)cyclohexyl]-3',4'-difluorobiphenyl). As a reaction SMILES: [F:1][C:2]1[CH:3]=[C:4]([C:9]2[CH:14]=[CH:13][C:12]([C@H:15]3[CH2:20][CH2:19][C@H:18]([CH:21]=O)[CH2:17][CH2:16]3)=[CH:11][CH:10]=2)[CH:5]=[CH:6][C:7]=1[F:8].CO[C:25](C)(C)[CH3:26]>[Br-].C([P+](C1C=CC=CC=1)(C1C=CC=CC=1)C1C=CC=CC=1)C>[CH:21]([C@H:18]1[CH2:19][CH2:20][C@H:15]([C:12]2[CH:13]=[CH:14][C:9]([C:4]3[CH:5]=[CH:6][C:7]([F:8])=[C:2]([F:1])[CH:3]=3)=[CH:10][CH:11]=2)[CH2:16][CH2:17]1)=[CH:25][CH3:26] |f:2.3|. Reported procedure: A suspension of 5.892 g of ethyltriphenylphosphonium bromide in 75 ml of tert.-butyl methyl ether was treated with 1.801 g of potassium tert.-butylate while stirring and gassing with nitrogen and stirred at room temperature for 1.5 hours. Subsequently, the suspension was treated dropwise at 2° C. within 45 minutes with a solution of 2.269 g of trans-4-(3',4'-difluoro-4-biphenylyl)cyclohexanecarboxaldehyde (prepared according to Example 3) in 17 ml of tert.-butyl methyl ether, stirred for a furth... Reactants: ClC=1C=C(C=CC1)N1CC(N(CC1)CC1=CC(=C(C=C1)OC)OC)CN (4-(3-chlorophenyl)-1-[(3,4-dimethoxyphenyl)methyl]-2-piperazinemethanamine), CS(=O)(=O)NC1=CC=C(C(=O)Cl)C=C1 (4-[(methylsulfonyl)amino]benzoyl chloride). Product: ClC=1C=C(C=CC1)N1CC(N(CC1)CC1=CC(=C(C=C1)OC)OC)CNC(C1=CC=C(C=C1)NS(=O)(=O)C)=O (N-[[4-(3-Chlorophenyl)-1-[(3,4-dimethoxyphenyl)methyl]piperazin-2-yl]methyl]-4-[(methylsulfonyl)amino]benzamide). As a reaction SMILES: [Cl:1][C:2]1[CH:3]=[C:4]([N:8]2[CH2:13][CH2:12][N:11]([CH2:14][C:15]3[CH:20]=[CH:19][C:18]([O:21][CH3:22])=[C:17]([O:23][CH3:24])[CH:16]=3)[CH:10]([CH2:25][NH2:26])[CH2:9]2)[CH:5]=[CH:6][CH:7]=1.[CH3:27][S:28]([NH:31][C:32]1[CH:40]=[CH:39][C:35]([C:36](Cl)=[O:37])=[CH:34][CH:33]=1)(=[O:30])=[O:29]>>[Cl:1][C:2]1[CH:3]=[C:4]([N:8]2[CH2:13][CH2:12][N:11]([CH2:14][C:15]3[CH:20]=[CH:19][C:18]([O:21][CH3:22])=[C:17]([O:23][CH3:24])[CH:16]=3)[CH:10]([CH2:25][NH:26][C:36](=[O:37])[C:35]3[CH:39]=[CH:40][C:32]([NH:31][S:28]([CH3:27])(=[O:30])=[O:29])=[CH:33][CH:34]=3)[CH2:9]2)[CH:5]=[CH:6][CH:7]=1. Procedure details: In a manner similar to Preparation 3, react 4-(3-chlorophenyl)-1-[(3,4-dimethoxyphenyl)methyl]-2-piperazinemethanamine(3.0 g, 7.9 mmol) with 4-[(methylsulfonyl)amino]benzoyl chloride (2.4 g, 10mmol) to obtain the title compound. The reactants are O=C1C2=C(C=CC3=C1C=CC(=C3)CC(=O)OCC)C=CC=C2 (ethyl (5-oxo-5H-dibenzo[a,d]cyclohepten-2yl)acetate), Cl (hydrochloric acid). The solvent is [OH-].[K+] (potassium hydroxide). Product: O=C1C2=C(C=CC3=C1C=CC(=C3)CC(=O)O)C=CC=C2 ((5-oxo-5H-dibenzo[a,d]cyclohepten-2-yl)acetic acid). As a reaction SMILES: [O:1]=[C:2]1[C:8]2[CH:9]=[CH:10][C:11]([CH2:13][C:14]([O:16]CC)=[O:15])=[CH:12][C:7]=2[CH:6]=[CH:5][C:4]2[CH:19]=[CH:20][CH:21]=[CH:22][C:3]1=2.Cl>[OH-].[K+]>[O:1]=[C:2]1[C:8]2[CH:9]=[CH:10][C:11]([CH2:13][C:14]([OH:16])=[O:15])=[CH:12][C:7]=2[CH:6]=[CH:5][C:4]2[CH:19]=[CH:20][CH:21]=[CH:22][C:3]1=2 |f:2.3|. Reported procedure: 22 G. of 5-oxo-5H-dibenzo[a,d]cycloheptene-2-carboxylic acid is stirred in 200 ml. of chloroform, 50 ml. of thionyl chloride and 1 ml. of dimethylformamide for 8 hrs. The mixture is evaporated to dryness and the residue recrystallized from acetonitrile to yield 2-chloroformyl-5-oxo-5H-dibenzo[a,d]cycloheptene. This is dissolved in 200 ml. of chloroform and added to a 3-fold excess of ethereal diazomethane at 0° C. The mixture is left at 0° C for 12 hrs. then evaporated to dryness. The residue is... Starting materials: C=C1CC2CN(c3ccc(OC(F)(F)F)cc3)C(=O)C2C1, ClCCl, [Na+], O=C([O-])O, O=C(OO)c1cccc(Cl)c1. Product: O=C1C2CC3(CO3)CC2CN1c1ccc(OC(F)(F)F)cc1. As a reaction SMILES: [CH2:1]=[C:2]1[CH2:3][CH:4]2[CH:5]([C:6](=[O:20])[N:7]([c:9]3[cH:10][cH:11][c:12]([O:15][C:16]([F:17])([F:18])[F:19])[cH:13][cH:14]3)[CH2:8]2)[CH2:21]1.[Cl:38][CH2:39][Cl:40].[Na+:37].[O-:33][C:34]([OH:35])=[O:36].[OH:22][O:23][C:24]([c:25]1[cH:26][c:27]([Cl:28])[cH:29][cH:30][cH:31]1)=[O:32]>>[CH2:1]1[C:2]2([CH2:3][CH:4]3[CH:5]([C:6](=[O:20])[N:7]([c:9]4[cH:10][cH:11][c:12]([O:15][C:16]([F:17])([F:18])[F:19])[cH:13][cH:14]4)[CH2:8]3)[CH2:21]2)[O:22]1. The reactants are BrCCOC (2-bromoethylmethyl ether), C1(=CC=CC=C1)C (toluene), C(C)P(CC)CC (triethylphosphine). Run in CCCCCC (hexane). The product is [Br-].C(C)[P+](CCOC)(CC)CC (triethyl(2-methoxyethyl) phosphonium bromide). Yield: 97.0%. As a reaction SMILES: [Br:1][CH2:2][CH2:3][O:4][CH3:5].C1(C)C=CC=CC=1.[CH2:13]([P:15]([CH2:18][CH3:19])[CH2:16][CH3:17])[CH3:14]>CCCCCC>[Br-:1].[CH2:13]([P+:15]([CH2:18][CH3:19])([CH2:16][CH3:17])[CH2:2][CH2:3][O:4][CH3:5])[CH3:14] |f:4.5|. Procedure: 73 g (0.5 moles) of 2-bromoethylmethyl ether (a reagent available from Tokyo Chemical Industry Co., Ltd.) was added dropwise in 236 g (0.5 moles) of a 25% toluene solution of triethylphosphine (HISHICOLIN (registered trademark) P-2, a trade name of Nippon Chemical Industrial Co., Ltd.), and the mixture was allowed to react at 70 to 80° C. for 6 hours. After completion of the reaction, hexane was added for crystallization, thereby obtaining 125 g (percent yield: 97%) of a crystal of triethyl(2-me... Reactants: C(C)(=O)C1=C(C=CC=C1)B(O)O (2-acetylphenyl boronic acid), BrC1=CC=C(C=C1)C=1OC(=C(N1)CCN1[C@@H](CCC1)C)C (2-(4-Bromo-phenyl)-5-methyl-4-[2-((R)-2-methyl-pyrrolidin-1-yl)-ethyl]-oxazole). Yields the product CC1=C(N=C(O1)C1=CC=C(C=C1)C1=C(C=CC=C1)C(C)=O)CCN1[C@@H](CCC1)C (1-(4′-{5-Methyl-4-[2-((R)-2-methyl-pyrrolidin-1-yl)-ethyl]-oxazol-2-yl}-biphenyl-2-yl)-ethanone). RXN SMILES: [C:1]([C:4]1[CH:9]=[CH:8][CH:7]=[CH:6][C:5]=1B(O)O)(=[O:3])[CH3:2].Br[C:14]1[CH:19]=[CH:18][C:17]([C:20]2[O:21][C:22]([CH3:33])=[C:23]([CH2:25][CH2:26][N:27]3[CH2:31][CH2:30][CH2:29][C@H:28]3[CH3:32])[N:24]=2)=[CH:16][CH:15]=1>>[CH3:33][C:22]1[O:21][C:20]([C:17]2[CH:18]=[CH:19][C:14]([C:5]3[CH:6]=[CH:7][CH:8]=[CH:9][C:4]=3[C:1](=[O:3])[CH3:2])=[CH:15][CH:16]=2)=[N:24][C:23]=1[CH2:25][CH2:26][N:27]1[CH2:31][CH2:30][CH2:29][C@H:28]1[CH3:32]. Procedure details: The title compound is prepared in a manner substantially analogous to example 133 starting from 2-acetylphenyl boronic acid (235 mg, 1.43 mmol) and 2-(4-Bromo-phenyl)-5-methyl-4-[2-((R)-2-methyl-pyrrolidin-1-yl)-ethyl]-oxazole (100 mg, 0.287 mmol) to give 94 mg (85%). MS (m/e) 389.2 (M+1) Reactants: CC(CO[Si](C)(C)C(C)(C)C)CC(C)C(O[Si](C)(C)C(C)(C)C)C(C)C=CC(CC(O[Si](C)(C)C(C)(C)C)C(C)C=CCOC(c1ccccc1)(c1ccccc1)c1ccccc1)O[Si](C)(C)C(C)(C)C, C1CCOC1, c1ccncc1. Yields the product CC(CO)CC(C)C(O[Si](C)(C)C(C)(C)C)C(C)C=CC(CC(O[Si](C)(C)C(C)(C)C)C(C)C=CCOC(c1ccccc1)(c1ccccc1)c1ccccc1)O[Si](C)(C)C(C)(C)C. Reaction SMILES: [C:1]([CH3:2])([CH3:3])([CH3:4])[Si:5]([O:6][CH:7]([CH:8]([CH:9]=[CH:10][CH2:11][O:12][C:13]([c:14]1[cH:15][cH:16][cH:17][cH:18][cH:19]1)([c:20]1[cH:21][cH:22][cH:23][cH:24][cH:25]1)[c:26]1[cH:27][cH:28][cH:29][cH:30][cH:31]1)[CH3:32])[CH2:33][CH:34]([CH:35]=[CH:36][CH:37]([CH:38]([CH:39]([CH2:40][CH:41]([CH2:42][O:43][Si:44]([C:45]([CH3:46])([CH3:47])[CH3:48])([CH3:49])[CH3:50])[CH3:51])[CH3:52])[O:53][Si:54]([CH3:55])([CH3:56])[C:57]([CH3:58])([CH3:59])[CH3:60])[CH3:61])[O:62][Si:63]([CH3:64])([CH3:65])[C:66]([CH3:67])([CH3:68])[CH3:69])([CH3:70])[CH3:71].[CH2:78]1[O:79][CH2:80][CH2:81][CH2:82]1.[cH:72]1[cH:73][cH:74][n:75][cH:76][cH:77]1>>[C:1]([CH3:2])([CH3:3])([CH3:4])[Si:5]([O:6][CH:7]([CH:8]([CH:9]=[CH:10][CH2:11][O:12][C:13]([c:14]1[cH:15][cH:16][cH:17][cH:18][cH:19]1)([c:20]1[cH:21][cH:22][cH:23][cH:24][cH:25]1)[c:26]1[cH:27][cH:28][cH:29][cH:30][cH:31]1)[CH3:32])[CH2:33][CH:34]([CH:35]=[CH:36][CH:37]([CH:38]([CH:39]([CH2:40][CH:41]([CH2:42][OH:43])[CH3:51])[CH3:52])[O:53][Si:54]([CH3:55])([CH3:56])[C:57]([CH3:58])([CH3:59])[CH3:60])[CH3:61])[O:62][Si:63]([CH3:64])([CH3:65])[C:66]([CH3:67])([CH3:68])[CH3:69])([CH3:70])[CH3:71].